From a dataset of the Open Reaction Database (ORD), a public repository of structured organic reaction records. describe an organic reaction: reactants, conditions, products, and yield The reactants are [Li+].[OH-] (LiOH), CC1=C(C(=CC(=C1)C(NC)=O)C)C1=C2CC[C@H](C2=C(C=C1)F)OC1=CC2=C([C@@H](CO2)CC(=O)OC)C=C1 (methyl 2-((S)-6-((R)-4-(2,6-dimethyl-4-(methylcarbamoyl)phenyl)-7-fluoro-2,3-dihydro-1H-inden-1-yloxy)-2,3-dihydrobenzofuran-3-yl)acetate). Run in C(C)O (ethanol), O (water), O (H2O). Reaction conditions: time 24 hour. Product: CC1=C(C(=CC(=C1)C(NC)=O)C)C1=C2CC[C@H](C2=C(C=C1)F)OC1=CC2=C([C@@H](CO2)CC(=O)O)C=C1 (2-((S)-6-((R)-4-(2,6-Dimethyl-4-(methylcarbamoyl)phenyl)-7-fluoro-2,3-dihydro-1H-inden-1-yloxy)-2,3-dihydrobenzofuran-3-yl)acetic acid). RXN SMILES: [Li+].[OH-].[CH3:3][C:4]1[CH:9]=[C:8]([C:10](=[O:13])[NH:11][CH3:12])[CH:7]=[C:6]([CH3:14])[C:5]=1[C:15]1[CH:23]=[CH:22][C:21]([F:24])=[C:20]2[C:16]=1[CH2:17][CH2:18][C@H:19]2[O:25][C:26]1[CH:39]=[CH:38][C:29]2[C@H:30]([CH2:33][C:34]([O:36]C)=[O:35])[CH2:31][O:32][C:28]=2[CH:27]=1>C(O)C.O>[CH3:3][C:4]1[CH:9]=[C:8]([C:10](=[O:13])[NH:11][CH3:12])[CH:7]=[C:6]([CH3:14])[C:5]=1[C:15]1[CH:23]=[CH:22][C:21]([F:24])=[C:20]2[C:16]=1[CH2:17][CH2:18][C@H:19]2[O:25][C:26]1[CH:39]=[CH:38][C:29]2[C@H:30]([CH2:33][C:34]([OH:36])=[O:35])[CH2:31][O:32][C:28]=2[CH:27]=1 |f:0.1|. Reported procedure: LiOH×H2O (3 mg) is added to a solution of methyl 2-((S)-6-((R)-4-(2,6-dimethyl-4-(methylcarbamoyl)phenyl)-7-fluoro-2,3-dihydro-1H-inden-1-yloxy)-2,3-dihydrobenzofuran-3-yl)acetate (20 mg) in ethanol (0.77 mL) and water (0.5 mL) and the mixture is stirred for 24 hours at room temperature. After concentration the mixture is diluted with water, acidified with aqueous citric acid solution and extracted with dichloromethane. The organic phase is dried (MgSO4) and the residue chromatographed on silica... The product is ClC1=CC=CC(=N1)C(C(=O)NN)(C)Br (2-(6-Chloro-2-pyridyl)-2-bromopropionic acid, hydrazide). Run at time 0.5 hour. RXN SMILES: ClC1N=C(CC([N:11](F)[N:12](F)F)=O)C=CC=1.[N:16]1[CH:21]=[CH:20][CH:19]=[CH:18][CH:17]=1.[Br:22][CH:23]([CH3:27])[C:24](Cl)=[O:25].C(Cl)[Cl:29]>>[Cl:29][C:21]1[N:16]=[C:17]([C:23]([Br:22])([CH3:27])[C:24]([NH:11][NH2:12])=[O:25])[CH:18]=[CH:19][CH:20]=1. Reactants: ClC1=CC=CC(=N1)CC(=O)N(N(F)F)F (2-(6-Chloro-2-pyridyl)trifluoroacetic acid, hydrazide), solid, C(Cl)Cl (methylene chloride), N1=CC=CC=C1 (pyridine), BrC(C(=O)Cl)C (2-bromopropionyl chloride), C(Cl)Cl (methylene chloride). Procedure: A mixture of 2.1 g. of 2-chloro-6-hydrazinopyridine (prepared in Example 1), 1.25 g. of pyridine and 50 ml. of methylene chloride is cooled to 10° C. and is treated with 2.75 g. of 2-bromopropionyl chloride in 5 ml. of methylene chloride according to the procedure of Example 2. After a heavy precipitate forms the ice bath is removed and the reaction mixture is stirred at room temperature for 1/2 hour. The precipitate is collected and washed with methylene chloride to provide 2.6 g. of the produc...